This data is from the Open Reaction Database (ORD), a public repository of structured organic reaction records. The task is: describe an organic reaction: reactants, conditions, products, and yield The reactants are solution, B1(C2CCCC1CCC2)CC3=CC=CC=C3 (B-benzyl-9-BBN), BrC1=NN(C2=CC(=CC=C12)CN(C(OC(C)(C)C)=O)C1CC1)CCCOC (tert-butyl {[3-bromo-1-(3-methoxypropyl)-1H-indazol-6-yl]methy}cyclopropylcarbamate), P(=O)([O-])([O-])[O-].[K+].[K+].[K+] (potassium phosphate), palladium acetate(II), O (Water). Reagents/catalysts: COC=1C=CC=C(C1C=2C=CC=CC2P(C3CCCCC3)C4CCCCC4)OC (S-Phos). Solvent: O1CCCC1 (tetrahydrofuran), CN(C=O)C (N,N-dimethylformamide). Run at temperature 60 celsius, time 18 hour. Product: C(C1=CC=CC=C1)C1=NN(C2=CC(=CC=C12)CN(C(OC(C)(C)C)=O)C1CC1)CCCOC (tert-butyl {[3-benzyl-1-(3-methoxypropyl)-1H-indazol-6-yl]methy}cyclopropylcarbamate). As a reaction SMILES: B1([CH2:10][C:11]2[CH:16]=[CH:15][CH:14]=[CH:13][CH:12]=2)C2CCCC1CCC2.Br[C:18]1[C:26]2[C:21](=[CH:22][C:23]([CH2:27][N:28]([CH:36]3[CH2:38][CH2:37]3)[C:29](=[O:35])[O:30][C:31]([CH3:34])([CH3:33])[CH3:32])=[CH:24][CH:25]=2)[N:20]([CH2:39][CH2:40][CH2:41][O:42][CH3:43])[N:19]=1.P([O-])([O-])([O-])=O.[K+].[K+].[K+].O>O1CCCC1.CN(C)C=O.COC1C=CC=C(OC)C=1C1C=CC=CC=1P(C1CCCCC1)C1CCCCC1>[CH2:10]([C:18]1[C:26]2[C:21](=[CH:22][C:23]([CH2:27][N:28]([CH:36]3[CH2:38][CH2:37]3)[C:29](=[O:35])[O:30][C:31]([CH3:34])([CH3:33])[CH3:32])=[CH:24][CH:25]=2)[N:20]([CH2:39][CH2:40][CH2:41][O:42][CH3:43])[N:19]=1)[C:11]1[CH:16]=[CH:15][CH:14]=[CH:13][CH:12]=1 |f:2.3.4.5|. Procedure: A 0.5M solution of B-benzyl-9-BBN in tetrahydrofuran (1.8 ml) was added to a solution of tert-butyl {[3-bromo-1-(3-methoxypropyl)-1H-indazol-6-yl]methy}cyclopropylcarbamate (200 mg), potassium phosphate (290 mg), palladium acetate(II) (4 mg) and S-Phos (15 mg) in N,N-dimethylformamide (5 ml) under argon atmosphere and the mixture was stirred at 60° C. for 18 hours. Water was added to the reaction mixture under ice-cooling and the mixture was extracted with ethyl acetate. The organic layer was wa... Product: CN(C(=O)c1ncc(Cl)cc1NS(=O)(=O)c1ccc(Cl)c(C(F)(F)F)c1)c1ccccc1Cl. Starting materials: CCN(C(C)C)C(C)C, O=C(O)c1ncc(Cl)cc1NS(=O)(=O)c1ccc(Cl)c(C(F)(F)F)c1, CNc1ccccc1Cl. Reaction SMILES: [CH:35]([N:36]([CH2:37][CH3:38])[CH:39]([CH3:40])[CH3:41])([CH3:42])[CH3:43].[Cl:1][c:2]1[cH:3][c:4]([NH:11][S:12](=[O:13])(=[O:14])[c:15]2[cH:16][c:17]([C:22]([F:23])([F:24])[F:25])[c:18]([Cl:21])[cH:19][cH:20]2)[c:5]([C:8](=[O:9])[OH:10])[n:6][cH:7]1.[Cl:26][c:27]1[c:28]([NH:33][CH3:34])[cH:29][cH:30][cH:31][cH:32]1>>[Cl:1][c:2]1[cH:3][c:4]([NH:11][S:12](=[O:13])(=[O:14])[c:15]2[cH:16][c:17]([C:22]([F:23])([F:24])[F:25])[c:18]([Cl:21])[cH:19][cH:20]2)[c:5]([C:8](=[O:10])[N:33]([c:28]2[c:27]([Cl:26])[cH:32][cH:31][cH:30][cH:29]2)[CH3:34])[n:6][cH:7]1. Starting materials: OCC1=C(C=CC=C1)NC(C)=O (N-(2-hydroxymethylphenyl)acetamide), BrCC1OC1 (2-(bromomethyl)oxirane), C([O-])([O-])=O.[K+].[K+] (potassium carbonate), CN(C)C=O (DMF). Solvent: C(C)(=O)OCC (ethyl acetate). Run at temperature 55 celsius. Product: CC1=CC(=C(C=C1)NC(C)=O)OCC1OC1 (N-[4-Methyl-2-(2-oxiranylmethoxy)phenyl]acetamide). The yield is 43.0%. As a reaction SMILES: OC[C:3]1[CH:8]=[CH:7][CH:6]=[CH:5][C:4]=1[NH:9][C:10](=[O:12])[CH3:11].Br[CH2:14][CH:15]1C[O:16]1.[C:18](=[O:21])([O-])[O-].[K+].[K+].[CH3:24]N(C=O)C>C(OCC)(=O)C>[CH3:24][C:7]1[CH:6]=[CH:5][C:4]([NH:9][C:10](=[O:12])[CH3:11])=[C:3]([O:16][CH2:15][CH:14]2[CH2:18][O:21]2)[CH:8]=1 |f:2.3.4|. Reported procedure: A mixture of N-(2-hydroxymethylphenyl)acetamide (10 g, 60 mmol), 2-(bromomethyl)oxirane (9.86 g, 72 mmol, 6.0 ml) and potassium carbonate (16.8 g, 120 mmol) in DMF (100 ml) was heated at 55° C. for 2 h. Then the reaction mixture was diluted with ethyl acetate and washed with aq. HCl (1.5%), aq sat. NaHCO3, and brine. Evaporation of the solvent and flash chromatography on silica gel with n-heptane/ethyl acetate (ethyl acetate from 35 to 70%) afforded the title compound (5.65 g, 25 mmol, 43%). Reactants: C(C1=CC=CC=C1)OC=1C=C(C(=O)O)C=C(C1C1=CC=CC=C1)[N+](=O)[O-] (3-benzyloxy-5-nitro-4-phenylbenzoic acid), C(C)OC=1C=C(C(=O)O)C=C(C1C1=CC=CC=C1)[N+](=O)[O-] (3-ethoxy-5-nitro-4-phenylbenzoic acid). The product is NC=1C(=C(C=C(C(=O)O)C1)OCC)C1=CC=CC=C1 (5-amino-3-ethoxy-4-phenylbenzoic acid). RXN SMILES: [CH2:1]([O:8][C:9]1[CH:10]=[C:11]([CH:15]=[C:16]([N+:24]([O-])=O)[C:17]=1[C:18]1[CH:23]=[CH:22][CH:21]=[CH:20][CH:19]=1)[C:12]([OH:14])=[O:13])[C:2]1C=CC=CC=1.C(OC1C=C(C=C([N+]([O-])=O)C=1C1C=CC=CC=1)C(O)=O)C>>[NH2:24][C:16]1[C:17]([C:18]2[CH:23]=[CH:22][CH:21]=[CH:20][CH:19]=2)=[C:9]([O:8][CH2:1][CH3:2])[CH:10]=[C:11]([CH:15]=1)[C:12]([OH:14])=[O:13]. Procedure: By replacing in Example 2, step D, 3-benzyloxy-5-nitro-4-phenylbenzoic acid with 3-ethoxy-5-nitro-4-phenylbenzoic acid, and following the procedure described, 5-amino-3-ethoxy-4-phenylbenzoic acid is obtained with a melting point of 137.5°-138.5° C. RXN SMILES: [NH2:1][C@:2]12[CH2:37][CH2:36][C@@H:35]([C:38]([CH3:40])=[CH2:39])[C@@H:3]1[C@@H:4]1[C@@:17]([CH3:20])([CH2:18][CH2:19]2)[C@@:16]2([CH3:21])[C@@H:7]([C@:8]3([CH3:34])[C@@H:13]([CH2:14][CH2:15]2)[C:12]([CH3:23])([CH3:22])[C:11]([C:24]2[CH:33]=[CH:32][C:27]([C:28]([O:30]C)=[O:29])=[CH:26][CH:25]=2)=[CH:10][CH2:9]3)[CH2:6][CH2:5]1.CN(C)CCC(N[C@]12CC[C@@H](C(C)=C)[C@@H]1[C@@H]1[C@@](C)(CC2)[C@@]2(C)[C@@H]([C@]3(C)[C@@H](CC2)C(C)(C)C(C2C=CC(C(O)=O)=CC=2)=CC3)CC1)=O.[O:87]=[C:88]1[CH2:92][CH2:91][CH2:90][N:89]1[CH2:93][C:94](O)=[O:95]>>[CH3:20][C@:17]12[C@@:16]3([CH3:21])[C@@H:7]([C@:8]4([CH3:34])[C@@H:13]([CH2:14][CH2:15]3)[C:12]([CH3:22])([CH3:23])[C:11]([C:24]3[CH:33]=[CH:32][C:27]([C:28]([OH:30])=[O:29])=[CH:26][CH:25]=3)=[CH:10][CH2:9]4)[CH2:6][CH2:5][C@@H:4]1[C@H:3]1[C@H:35]([C:38]([CH3:40])=[CH2:39])[CH2:36][CH2:37][C@:2]1([NH:1][C:94](=[O:95])[CH2:93][N:89]1[CH2:90][CH2:91][CH2:92][C:88]1=[O:87])[CH2:19][CH2:18]2. Procedure: The title compound was prepared in 14% yield from methyl 4-((1R,3aS,5aR,5bR,7aR,11aS,11bR,13aR,13bR)-3a-amino-5a,5b,8,8,11a-pentamethyl-1-(prop-1-en-2-yl)-2,3,3a,4,5,5a,5b,6,7,7a,8,11,11a,11b,12,13,13a,13b-octadecahydro-1H-cyclopenta[a]chrysen-9-yl)benzoate following the same procedure as described for the preparation of 4-((1R,3aS,5aR,5bR,7aR,11aS,11bR,13aR,13bR)-3a-(3-(dimethylamino)propanamido)-5a,5b,8,8,11a-pentamethyl-1-(prop-1-en-2-yl)-2,3,3a,4,5,5a,5b,6,7,7a,8,11,11a,11b,12,13,13a,13b-oct... Reactants: N[C@]12[C@@H]([C@H]3CC[C@@H]4[C@]5(CC=C(C([C@@H]5CC[C@]4([C@@]3(CC1)C)C)(C)C)C1=CC=C(C(=O)OC)C=C1)C)[C@@H](CC2)C(=C)C (methyl 4-((1R,3aS,5aR,5bR,7aR,11aS,11bR,13aR,13bR)-3a-amino-5a,5b,8,8,11a-pentamethyl-1-(prop-1-en-2-yl)-2,3,3a,4,5,5a,5b,6,7,7a,8,11,11a,11b,12,13,13a,13b-octadecahydro-1H-cyclopenta[a]chrysen-9-yl)benzoate), CN(CCC(=O)N[C@]12[C@@H]([C@H]3CC[C@@H]4[C@]5(CC=C(C([C@@H]5CC[C@]4([C@@]3(CC1)C)C)(C)C)C1=CC=C(C(=O)O)C=C1)C)[C@@H](CC2)C(=C)C)C (4-((1R,3aS,5aR,5bR,7aR,11aS,11bR,13aR,13bR)-3a-(3-(dimethylamino)propanamido)-5a,5b,8,8,11a-pentamethyl-1-(prop-1-en-2-yl)-2,3,3a,4,5,5a,5b,6,7,7a,8,11,11a,11b,12,13,13a,13b-octadecahydro-1H-cyclopenta[a]chrysen-9-yl)benzoic acid), O=C1N(CCC1)CC(=O)O (2-(2-oxopyrrolidin-1-yl)acetic acid). The product is C[C@]12CC[C@@]3([C@@H]([C@H]2CC[C@@H]2[C@]4(CC=C(C([C@@H]4CC[C@@]12C)(C)C)C1=CC=C(C(=O)O)C=C1)C)[C@@H](CC3)C(=C)C)NC(CN3C(CCC3)=O)=O (4-((1R,3aS,5aR,5bR,7aR,11aS,11bR,13aR,13bR)-5a,5b,8,8,11a-pentamethyl-3a-(2-(2-oxopyrrolidin-1-yl)acetamido)-1-(prop-1-en-2-yl)-2,3,3a,4,5,5a,5b,6,7,7a,8,11,11a,11b,12,13,13a,13b-octadecahydro-1H-cyclopenta[a]chrysen-9-yl)benzoic acid). Isolated yield 14.0%. Reactants: final mixture, C(C)(C)(C)OC(=O)N1[C@H](CC(C1=O)(C)C)C(=O)O ((R)-1-(tert-butoxycarbonyl)-4,4-dimethyl-5-oxopyrrolidine-2-carboxylic acid), TEA, C(C1=CC=CC=C1)Br (benzyl bromide), TEA, C(C1=CC=CC=C1)Br (benzyl bromide), TEA, C(C1=CC=CC=C1)Br (benzyl bromide). The solvent is CC(=O)C (acetone). Run at time 18 hour. The product is CC1(C[C@@H](N(C1=O)C(=O)OC(C)(C)C)C(=O)OCC1=CC=CC=C1)C ((R)-2-benzyl 1-tert-butyl 4,4-dimethyl-5-oxopyrrolidine-1,2-dicarboxylate). Isolated yield 60.4%. Reaction SMILES: [C:1]([O:5][C:6]([N:8]1[C:12](=[O:13])[C:11]([CH3:15])([CH3:14])[CH2:10][C@@H:9]1[C:16]([OH:18])=[O:17])=[O:7])([CH3:4])([CH3:3])[CH3:2].[CH2:19](Br)[C:20]1[CH:25]=[CH:24][CH:23]=[CH:22][CH:21]=1>CC(C)=O>[CH3:14][C:11]1([CH3:15])[C:12](=[O:13])[N:8]([C:6]([O:5][C:1]([CH3:4])([CH3:2])[CH3:3])=[O:7])[C@@H:9]([C:16]([O:18][CH2:19][C:20]2[CH:25]=[CH:24][CH:23]=[CH:22][CH:21]=2)=[O:17])[CH2:10]1. Procedure: To a solution of (R)-1-(tert-butoxycarbonyl)-4,4-dimethyl-5-oxopyrrolidine-2-carboxylic acid (D38) (320 mg, 1.24 mmol) in acetone (10 ml), TEA (0.35 ml, 2.49 mmol) and benzyl bromide (0.23 ml, 1.86 mmol) were added and the resulting mixture was stirred at RT for 18 hrs. TEA (0.35 ml, 2.49 mmol) and benzyl bromide (0.23 ml, 1.86 mmol) were added and the reaction stirred for 24 hrs prior addition of further TEA (0.35 ml, 2.49 mmol) and benzyl bromide (0.23 ml, 1.86 mmol). The final mixture was the... The product is BrC=1C=C(C=CC1C#CC(=O)O)C1=CC=CC=C1 ((3-bromobiphenyl-4-yl)propynoic acid). Procedure details: Prepared analogously to Example 4.3.a. from 3-bromo-4-ethynylbiphenyl and carbon dioxide. Yield: 2.5 g (89% of theory); C15H9BrO2 (M=301.13); calc.: molecular ion peak (M+H)+: 301/303 (Br); found: molecular ion peak (M+H)+: 301/303 (Br); Rf value: 0.3 (silica gel, dichloromethane/methanol (90:10)). The reactants are BrC=1C=C(C=CC1C#C)C1=CC=CC=C1 (3-bromo-4-ethynylbiphenyl), C(=O)=O (carbon dioxide). Run in ClCCl.CO (dichloromethane methanol). RXN SMILES: [Br:1][C:2]1[CH:3]=[C:4]([C:10]2[CH:15]=[CH:14][CH:13]=[CH:12][CH:11]=2)[CH:5]=[CH:6][C:7]=1[C:8]#[CH:9].[C:16](=[O:18])=[O:17]>ClCCl.CO>[Br:1][C:2]1[CH:3]=[C:4]([C:10]2[CH:11]=[CH:12][CH:13]=[CH:14][CH:15]=2)[CH:5]=[CH:6][C:7]=1[C:8]#[C:9][C:16]([OH:18])=[O:17] |f:2.3|.